From a dataset of the Open Reaction Database (ORD), a public repository of structured organic reaction records. describe an organic reaction: reactants, conditions, products, and yield Starting materials: [Br-], N#CC1CCC(C=O)CC1, CCCCCc1ccc(C[P+](c2ccccc2)(c2ccccc2)c2ccccc2)cc1, COC(C)(C)C, O. Product: CCCCCc1ccc(C=CC2CCC(C#N)CC2)cc1. RXN SMILES: [Br-:1].[C:33](#[N:34])[CH:35]1[CH2:36][CH2:37][CH:38]([CH:41]=[O:42])[CH2:39][CH2:40]1.[CH2:2]([CH2:3][CH2:4][CH2:5][CH3:6])[c:7]1[cH:8][cH:9][c:10]([CH2:13][P+:14]([c:15]2[cH:16][cH:17][cH:18][cH:19][cH:20]2)([c:21]2[cH:22][cH:23][cH:24][cH:25][cH:26]2)[c:27]2[cH:28][cH:29][cH:30][cH:31][cH:32]2)[cH:11][cH:12]1.[CH3:44][O:45][C:46]([CH3:47])([CH3:48])[CH3:49].[OH2:43]>>[CH2:2]([CH2:3][CH2:4][CH2:5][CH3:6])[c:7]1[cH:8][cH:9][c:10]([CH:13]=[CH:41][CH:38]2[CH2:37][CH2:36][CH:35]([C:33]#[N:34])[CH2:40][CH2:39]2)[cH:11][cH:12]1. Starting materials: CC(=O)O, N#C[Cu], N#C[K], O=N[O-], Nc1ccc(N2C(=O)c3ccccc3C2=O)cc1S(F)(F)(F)(F)F, [Na+], O, O=S(=O)(O)O. Yields the product N#Cc1ccc(N2C(=O)c3ccccc3C2=O)cc1S(F)(F)(F)(F)F. RXN SMILES: [CH3:40][C:41](=[O:42])[OH:43].[Cu:34][C:35]#[N:36].[K:37][C:38]#[N:39].[N:30]([O-:31])=[O:32].[NH2:6][c:7]1[c:8]([S:24]([F:25])([F:26])([F:27])([F:28])[F:29])[cH:9][c:10]([N:13]2[C:14](=[O:23])[c:15]3[cH:16][cH:17][cH:18][cH:19][c:20]3[C:21]2=[O:22])[cH:11][cH:12]1.[Na+:33].[OH2:44].[S:1](=[O:2])(=[O:3])([OH:4])[OH:5]>>[c:7]1([C:35]#[N:36])[c:8]([S:24]([F:25])([F:26])([F:27])([F:28])[F:29])[cH:9][c:10]([N:13]2[C:14](=[O:23])[c:15]3[cH:16][cH:17][cH:18][cH:19][c:20]3[C:21]2=[O:22])[cH:11][cH:12]1. The reactants are CCOC(=O)Cc1ccc(CO[Si](c2ccccc2)(c2ccccc2)C(C)(C)C)nc1, CO, [Na+], [OH-], O=C(O)CC(O)(CC(=O)O)C(=O)O. Yields the product CC(C)(C)[Si](OCc1ccc(CC(=O)O)cn1)(c1ccccc1)c1ccccc1. RXN SMILES: [C:1]([CH3:2])([CH3:3])([CH3:4])[Si:5]([O:6][CH2:7][c:8]1[cH:9][cH:10][c:11]([CH2:14][C:15](=[O:16])[O:17][CH2:18][CH3:19])[cH:12][n:13]1)([c:20]1[cH:21][cH:22][cH:23][cH:24][cH:25]1)[c:26]1[cH:27][cH:28][cH:29][cH:30][cH:31]1.[CH3:34][OH:35].[Na+:33].[OH-:32].[OH:36][C:37]([CH2:38][C:39]([C:40](=[O:41])[OH:42])([CH2:43][C:44](=[O:45])[OH:46])[OH:47])=[O:48]>>[C:1]([CH3:2])([CH3:3])([CH3:4])[Si:5]([O:6][CH2:7][c:8]1[cH:9][cH:10][c:11]([CH2:14][C:15](=[O:16])[OH:17])[cH:12][n:13]1)([c:20]1[cH:21][cH:22][cH:23][cH:24][cH:25]1)[c:26]1[cH:27][cH:28][cH:29][cH:30][cH:31]1.